From a dataset of the Open Reaction Database (ORD), a public repository of structured organic reaction records. describe an organic reaction: reactants, conditions, products, and yield Reactants: Clc1ccc(CCCOC2CCNCC2)cc1, CC1(Cn2cc([N+](=O)[O-])nc2Cl)CO1, [H-], [Na+], CN(C)C=O, O. The product is CC1(CN2CCC(OCCCc3ccc(Cl)cc3)CC2)Cn2cc([N+](=O)[O-])nc2O1. RXN SMILES: [Cl:15][c:16]1[cH:17][cH:18][c:19]([CH2:22][CH2:23][CH2:24][O:25][CH:26]2[CH2:27][CH2:28][NH:29][CH2:30][CH2:31]2)[cH:20][cH:21]1.[Cl:1][c:2]1[n:3]([CH2:10][C:11]2([CH3:14])[O:12][CH2:13]2)[cH:4][c:5]([N+:7](=[O:8])[O-:9])[n:6]1.[H-:33].[Na+:34].[O:35]=[CH:36][N:37]([CH3:38])[CH3:39].[OH2:32]>>[c:2]12[n:3]([cH:4][c:5]([N+:7](=[O:8])[O-:9])[n:6]1)[CH2:10][C:11]([CH2:13][N:29]1[CH2:28][CH2:27][CH:26]([O:25][CH2:24][CH2:23][CH2:22][c:19]3[cH:18][cH:17][c:16]([Cl:15])[cH:21][cH:20]3)[CH2:31][CH2:30]1)([CH3:14])[O:12]2. The reactants are [H-].[Na+] (sodium hydride), C(C)OC(CCCCBr)=O (ethyl-5-bromovalerate), C(=O)(OCC)N1C(NC(C1=O)(C1=CC=CC=C1)C1=CC=CC=C1)=O (3-carbethoxy-5,5-diphenylhydantoin), [H][H] (hydrogen). The solvent is CN(C=O)C (dimethylformamide), [OH-].[Na+] (sodium hydroxide). Run at time 1 hour. Product: C(=O)(O)CCCCN1C(=O)NC(=O)C1(C1=CC=CC=C1)C1=CC=CC=C1 (1-(4-carboxybutyl)-5,5-diphenylhydantoin). Yield: 15.8%. As a reaction SMILES: [H-].[Na+].C([N:8]1[C:12](=[O:13])[C:11]([C:20]2[CH:25]=[CH:24][CH:23]=[CH:22][CH:21]=2)([C:14]2[CH:19]=[CH:18][CH:17]=[CH:16][CH:15]=2)[NH:10][C:9]1=[O:26])(OCC)=O.[H][H].C([O:31][C:32](=[O:38])[CH2:33][CH2:34][CH2:35][CH2:36]Br)C>CN(C)C=O.[OH-].[Na+]>[C:32]([CH2:33][CH2:34][CH2:35][CH2:36][N:10]1[C:11]([C:20]2[CH:21]=[CH:22][CH:23]=[CH:24][CH:25]=2)([C:14]2[CH:19]=[CH:18][CH:17]=[CH:16][CH:15]=2)[C:12](=[O:13])[NH:8][C:9]1=[O:26])([OH:38])=[O:31] |f:0.1,6.7|. Reported procedure: Under an argon atmosphere, 4.32 g (0.09 mol) of sodium hydride (50% dispersion in mineral oil) was placed in a dry, 1 liter, 3-necked round bottom flask equipped with a mechanical stirrer and thermometer. The sodium hydride was rinsed with 250 ml of dry hexane. To the washed material was added 29 g (0.09 mol) of 3-carbethoxy-5,5-diphenylhydantoin (1) [L. Call, Monat. Chem. 101:228(1970)] dissolved in 250 ml of dry dimethylformamide (DMF). After stirring for one hour, hydrogen gas evolution cease... Reactants: C(C)(C)(C)C=1OC(=C(N1)CCO)C (2-(2-tert-butyl-5-methyl-oxazol-4-yl)-ethanol), C1(=CC=CC=C1)P(C1=CC=CC=C1)C1=CC=CC=C1 (triphenylphosphine), N(=NC(=O)OC(C)(C)C)C(=O)OC(C)(C)C (di-tert-butyl azodicarboxylate), C(C)OC(C(CC1=C(C=C(C=C1)O)C)OCC)=O ([rac]-2-ethoxy-3-(4-hydroxy-2-methyl-phenyl)-propionic acid ethyl ester). Product: C(C)OC(C(CC1=C(C=C(C=C1)OCCC=1N=C(OC1C)C(C)(C)C)C)OCC)=O ([rac]-3-{4-[2-(2-tert-butyl-5-methyl-oxazol-4-yl)-ethoxy]-2-methyl-phenyl}-2-ethoxy-propionic acid ethyl ester). As a reaction SMILES: [CH2:1]([O:3][C:4](=[O:18])[CH:5]([O:15][CH2:16][CH3:17])[CH2:6][C:7]1[CH:12]=[CH:11][C:10]([OH:13])=[CH:9][C:8]=1[CH3:14])[CH3:2].[C:19]([C:23]1[O:24][C:25]([CH3:31])=[C:26]([CH2:28][CH2:29]O)[N:27]=1)([CH3:22])([CH3:21])[CH3:20].C1(P(C2C=CC=CC=2)C2C=CC=CC=2)C=CC=CC=1.N(C(OC(C)(C)C)=O)=NC(OC(C)(C)C)=O>>[CH2:1]([O:3][C:4](=[O:18])[CH:5]([O:15][CH2:16][CH3:17])[CH2:6][C:7]1[CH:12]=[CH:11][C:10]([O:13][CH2:29][CH2:28][C:26]2[N:27]=[C:23]([C:19]([CH3:20])([CH3:22])[CH3:21])[O:24][C:25]=2[CH3:31])=[CH:9][C:8]=1[CH3:14])[CH3:2]. Reported procedure: In analogy to the Mitsunobu-procedure described in example 1, step f, [rac]-2-ethoxy-3-(4-hydroxy-2-methyl-phenyl)-propionic acid ethyl ester (example 46 b]) was reacted with 2-(2-tert-butyl-5-methyl-oxazol-4-yl)-ethanol (example 1, step e]) in the presence of triphenylphosphine and di-tert-butyl azodicarboxylate to yield [rac]-3-{4-[2-(2-tert-butyl-5-methyl-oxazol-4-yl)-ethoxy]-2-methyl-phenyl}-2-ethoxy-propionic acid ethyl ester as colorless oil. Reactants: CC(C)=O, CO, CC(C)NCC1=CCCc2cc(Cl)c(Cl)cc21, Cl, NCC1=CCCc2cc(Cl)c(Cl)cc21. The product is CC(C)NCC1=CCCc2cc(Cl)c(Cl)cc21, Cl. Reaction SMILES: [CH3:16][C:17](=[O:18])[CH3:19].[CH3:37][OH:38].[CH:20]([CH3:21])([CH3:22])[NH:23][CH2:24][C:25]1=[CH:26][CH2:27][CH2:28][c:29]2[cH:30][c:31]([Cl:36])[c:32]([Cl:35])[cH:33][c:34]21.[ClH:15].[NH2:1][CH2:2][C:3]1=[CH:14][CH2:12][CH2:11][c:5]2[c:4]1[cH:10][c:9]([Cl:13])[c:7]([Cl:8])[cH:6]2>>[CH:20]([CH3:21])([CH3:22])[NH:23][CH2:24][C:25]1=[CH:26][CH2:27][CH2:28][c:29]2[cH:30][c:31]([Cl:36])[c:32]([Cl:35])[cH:33][c:34]21.[ClH:13].